Dataset: the Open Reaction Database (ORD), a public repository of structured organic reaction records. Task: describe an organic reaction: reactants, conditions, products, and yield Reactants: CC(C(=O)O)c1ccc(CC2CCCC2=O)cc1, CC(=O)c1ccc(N)cc1. The reagents and catalysts are C[N+](=C(N1CCOCC1)N2C3=C(C=C(C=C3)Cl)[N+](=N2)[O-])C.F[P-](F)(F)(F)(F)F (HDMC), CCN(C(C)C)C(C)C (DIPEA). Run in CN(C)C=O (DMF), CN(C)C=O (DMF), CN(C)C=O (DMF), CN(C)C=O (DMF), CN(C)C=O (DMF), CN(C)C=O (DMF). Conditions: temperature 25 celsius, time 2 hour. Yields the product CC(=O)c1ccc(NC(=O)C(C)c2ccc(CC3CCCC3=O)cc2)cc1. The yield is 19.6%. RXN SMILES: CC(=O)c1ccc(N)cc1.CC(C(=O)O)c1ccc(CC2CCCC2=O)cc1.C[N+](=C(N1CCOCC1)N2C3=C(C=C(C=C3)Cl)[N+](=N2)[O-])C.F[P-](F)(F)(F)(F)F.CCN(C(C)C)C(C)C.CN(C)C=O>>CC(=O)c1ccc(NC(=O)C(C)c2ccc(CC3CCCC3=O)cc2)cc1.